From a dataset of the Open Reaction Database (ORD), a public repository of structured organic reaction records. describe an organic reaction: reactants, conditions, products, and yield The reactants are C(C)(=O)OCC (ethyl acetate), ClCN1N=C(N(C1=O)C1CC1)C1=CC=C(C=C1)Cl (2-(Chloromethyl)-5-(4-chlorophenyl)-4-cyclopropyl-2,4-dihydro-3H-1,2,4-triazol-3-one), [N-]=[N+]=[N-].[Na+] (sodium azide), C(#C)C1=C(C=CC=C1)C(F)(F)F (1-ethynyl-2-(trifluoro-methyl)benzene). The reagents and catalysts are O.C(C)(=O)[O-].[Cu+2].C(C)(=O)[O-] (copper(II) acetate monohydrate). The solvent is C(C)#N (acetonitrile). Run at time 1 hour. Product: ClC1=CC=C(C=C1)C=1N(C(N(N1)CN1N=NC(=C1)C1=C(C=CC=C1)C(F)(F)F)=O)C1CC1 (5-(4-Chlorophenyl)-4-cyclopropyl-2-({4-[2-(trifluoromethyl)phenyl]-1H-1,2,3-triazol-1-yl}-methyl)-2,4-dihydro-3H-1,2,4-triazol-3-one). Reaction SMILES: Cl[CH2:2][N:3]1[C:7](=[O:8])[N:6]([CH:9]2[CH2:11][CH2:10]2)[C:5]([C:12]2[CH:17]=[CH:16][C:15]([Cl:18])=[CH:14][CH:13]=2)=[N:4]1.[N-:19]=[N+:20]=[N-:21].[Na+].[C:23]([C:25]1[CH:30]=[CH:29][CH:28]=[CH:27][C:26]=1[C:31]([F:34])([F:33])[F:32])#[CH:24].C(OCC)(=O)C>C(#N)C.O.C([O-])(=O)C.[Cu+2].C([O-])(=O)C>[Cl:18][C:15]1[CH:16]=[CH:17][C:12]([C:5]2[N:6]([CH:9]3[CH2:11][CH2:10]3)[C:7](=[O:8])[N:3]([CH2:2][N:19]3[CH:24]=[C:23]([C:25]4[CH:30]=[CH:29][CH:28]=[CH:27][C:26]=4[C:31]([F:32])([F:33])[F:34])[N:21]=[N:20]3)[N:4]=2)=[CH:13][CH:14]=1 |f:1.2,6.7.8.9|. Procedure: 60 mg (0.21 mmol) of the compound from Example 122A were dissolved in 2 ml of acetonitrile, 14 mg (0.21 mmol) of sodium azide were added and the mixture was stirred at RT for 1 h. 0.4 mg (0.002 mmol) of copper(II) acetate monohydrate and 43 mg (0.25 mmol) of 1-ethynyl-2-(trifluoro-methyl)benzene were then added. The resulting mixture was stirred at RT for 20 h. For work-up, 10 ml of ethyl acetate were added and the mixture was washed twice with in each case 5 ml of water. The organic phase was d... Reactants: C(C)(=O)[O-].[NH4+] (ammonium acetate), I(=O)(=O)(=O)[O-].[Na+] (sodium periodate), CC(C(=O)OCC)(CCC1=CC=C(C=C1)B1OC(C(O1)(C)C)(C)C)S(=O)(=O)C (ethyl 2-methyl-2-(methylsulfonyl)-4-[4-(4,4,5,5-tetramethyl-1,3,2-dioxaborolan-2-yl)phenyl]butanoate). Solvent: Cl (HCl), CC(=O)C (acetone). Run at time 8 hour. The product is C(C)OC(C(CCC1=CC=C(C=C1)B(O)O)(S(=O)(=O)C)C)=O ({4-[4-ethoxy-3-methyl-3-(methylsulfonyl)-4-oxobutyl]phenyl}boronic acid). Reaction SMILES: [CH3:1][C:2]([S:25]([CH3:28])(=[O:27])=[O:26])([CH2:8][CH2:9][C:10]1[CH:15]=[CH:14][C:13]([B:16]2[O:20]C(C)(C)C(C)(C)[O:17]2)=[CH:12][CH:11]=1)[C:3]([O:5][CH2:6][CH3:7])=[O:4].C([O-])(=O)C.[NH4+].I([O-])(=O)(=O)=O.[Na+]>CC(C)=O.Cl>[CH2:6]([O:5][C:3](=[O:4])[C:2]([CH3:1])([S:25]([CH3:28])(=[O:26])=[O:27])[CH2:8][CH2:9][C:10]1[CH:15]=[CH:14][C:13]([B:16]([OH:20])[OH:17])=[CH:12][CH:11]=1)[CH3:7] |f:1.2,3.4|. Reported procedure: To a solution of ethyl 2-methyl-2-(methylsulfonyl)-4-[4-(4,4,5,5-tetramethyl-1,3,2-dioxaborolan-2-yl)phenyl]butanoate, which may be prepared as in Preparation Number 3, Step A, (4.75 g, 11.5 mmol) in acetone (90 mL) was added ammonium acetate (0.1 M in water, 232 mL, 23.2 mmol) and sodium periodate (7.43 g, 34.7 mmol). The mixture was stirred at ambient temperature overnight. The mixture was diluted with 1N HCl aq. and extracted with ether 2×. The combined organic extracts were dried over magnes... Starting materials: C1=CC=C(C=C1)N, C1=CC(=NC(=C1)Cl)Cl. Reagents/catalysts: C(=O)([O-])[O-].[K+].[K+], C1=CC=C(C=C1)P(C2=CC=CC=C2)C3=C(C4=CC=CC=C4C=C3)C5=C(C=CC6=CC=CC=C65)P(C7=CC=CC=C7)C8=CC=CC=C8, CC(=O)O.CC(=O)O.[Pd]. The solvent is CC1=CC=CC=C1. Run at temperature 160 celsius. The product is C1=CC=C(C=C1)NC2=NC(=CC=C2)Cl. Isolated yield 53.0%. Procedure: 2,6-dichloropyridine (228 mg, 1.54 mmol) was dissolved in toluene (7.5 ml) and diacetoxypalladium (6 mg, 0.03 mmol), 2,2'-bis(diphenylphosphino)-1,1'-binaphthalene (19 mg, 0.03 mmol), aniline (0.170 ml, 1.87 mmol) and potassium carbonate (583 mg, 4.22 mmol) were added added. The reaction mixture was sparged with notrogen for 3-4 minutes before being sealed into a microwave tube and heated to 160 °C over ~3 minutes, before holding at that temperature for 30 minutes. After cooling to ambient tempe... Reactants: COC1=NC=CC(=C1)N (2-methoxypyridin-4-amine), N1=CC=CC=C1 (pyridine), Cl (HCl), FC1=C(C(=O)Cl)C=C(C=C1)C(F)(F)F (2-fluoro-5-(trifluoromethyl)benzoyl chloride). Solvent: ClCCl (dichloromethane), ClCCl (dichloromethane), ClCCl (dichloromethane). Reaction conditions: time 8 hour. The product is FC1=C(C(=O)NC2=CC(=NC=C2)OC)C=C(C=C1)C(F)(F)F (2-fluoro-N-(2-methoxy-4-pyridyl)-5-(trifluoromethyl)benzamide). The yield is 96.9%. Reaction SMILES: [F:1][C:2]1[CH:10]=[CH:9][C:8]([C:11]([F:14])([F:13])[F:12])=[CH:7][C:3]=1[C:4](Cl)=[O:5].[CH3:15][O:16][C:17]1[CH:22]=[C:21]([NH2:23])[CH:20]=[CH:19][N:18]=1.N1C=CC=CC=1.Cl>ClCCl>[F:1][C:2]1[CH:10]=[CH:9][C:8]([C:11]([F:14])([F:13])[F:12])=[CH:7][C:3]=1[C:4]([NH:23][C:21]1[CH:20]=[CH:19][N:18]=[C:17]([O:16][CH3:15])[CH:22]=1)=[O:5]. Procedure details: A solution of 2-fluoro-5-(trifluoromethyl)benzoyl chloride (25 g, 110.3 mmol) in dichloromethane (125.0 mL) was added drop-wise to a mixture of 2-methoxypyridin-4-amine (13.7 g, 110.3 mmol), pyridine (26.8 mL, 330.9 mmol) and dichloromethane (500.0 mL) at 0° C. The mixture was allowed to warm to room temperature and was stirred at that temperature overnight. The mixture was poured into 1N HCl (200 mL) and dichloromethane (200 mL). The layers were separated and the organic layer was dried over so... The reactants are CC(=O)Cl, Cl, O, O=C(O)c1ccc(O)cc1, c1ccncc1. Yields the product CC(=O)Oc1ccc(C(=O)O)cc1. RXN SMILES: [CH3:17][C:18]([Cl:19])=[O:20].[ClH:21].[OH2:22].[OH:1][C:2](=[O:3])[c:4]1[cH:5][cH:6][c:7]([OH:8])[cH:9][cH:10]1.[cH:11]1[cH:12][cH:13][n:14][cH:15][cH:16]1>>[OH:1][C:2](=[O:3])[c:4]1[cH:5][cH:6][c:7]([O:8][C:18]([CH3:17])=[O:20])[cH:9][cH:10]1. Reactants: CS(=O)(=O)NC=1C=C2C=CNC2=CC1 (5-methanesulfonylamino-1H-indole), C(CC)N1CCC(CC1)=O (1-propyl-4-piperidone). Product: CS(=O)(=O)NC=1C=C2C(=CNC2=CC1)C=1CCN(CC1)CCC (5-methanesulfonylamino-3-(1-propyl-1,2,3,6-tetrahydropyridin-4-yl)-1H-indole). The yield is 88.7%. Reaction SMILES: [CH3:1][S:2]([NH:5][C:6]1[CH:7]=[C:8]2[C:12](=[CH:13][CH:14]=1)[NH:11][CH:10]=[CH:9]2)(=[O:4])=[O:3].[CH2:15]([N:18]1[CH2:23][CH2:22][C:21](=O)[CH2:20][CH2:19]1)[CH2:16][CH3:17]>>[CH3:1][S:2]([NH:5][C:6]1[CH:7]=[C:8]2[C:12](=[CH:13][CH:14]=1)[NH:11][CH:10]=[C:9]2[C:21]1[CH2:22][CH2:23][N:18]([CH2:15][CH2:16][CH3:17])[CH2:19][CH:20]=1)(=[O:3])=[O:4]. Reported procedure: Beginning with 1.50 gm (7.1 mMol) 5-methanesulfonylamino-1H-indole and 1.4 mL (9.3 mMol) 1-propyl-4-piperidone, 2.1 gm (88.2%) of the title compound were recovered as a yellow powder. Reactants: C(C)(C)(C)C1=CC=C(COC2=C(C=CC=C2)/C=C/C(CC2=CC=C(C(=O)OC)C=C2)CCC2=CC=C(C=C2)C#N)C=C1 (methyl 4-{(3E)-4-{2-[(4-tert-butylbenzyl)oxy]phenyl}-2-[2-(4-cyanophenyl)ethyl]but-3-en-1-yl}benzoate), C[Si](C)(C)N=[N+]=[N-] (trimethylsilyl azide), C(CCC)[Sn](CCCC)=O (di-n-butyltin oxide). Run in C1(=CC=CC=C1)C (toluene). Conditions: temperature 80 celsius. The product is C(C)(C)(C)C1=CC=C(COC2=C(C=CC=C2)/C=C/C(CC2=CC=C(C(=O)OC)C=C2)CCC2=CC=C(C=C2)C2=NN=NN2)C=C1 (Methyl 4-((3E)-4-{2-[(4-tert-butylbenzyl)oxy]phenyl}-2-{2-[4-(1H-tetrazol-5-yl)phenyl]ethyl}-but-3-en-1-yl)benzoate). RXN SMILES: [C:1]([C:5]1[CH:42]=[CH:41][C:8]([CH2:9][O:10][C:11]2[CH:16]=[CH:15][CH:14]=[CH:13][C:12]=2/[CH:17]=[CH:18]/[CH:19]([CH2:31][CH2:32][C:33]2[CH:38]=[CH:37][C:36]([C:39]#[N:40])=[CH:35][CH:34]=2)[CH2:20][C:21]2[CH:30]=[CH:29][C:24]([C:25]([O:27][CH3:28])=[O:26])=[CH:23][CH:22]=2)=[CH:7][CH:6]=1)([CH3:4])([CH3:3])[CH3:2].C[Si]([N:47]=[N+:48]=[N-:49])(C)C.C([Sn](=O)CCCC)CCC>C1(C)C=CC=CC=1>[C:1]([C:5]1[CH:42]=[CH:41][C:8]([CH2:9][O:10][C:11]2[CH:16]=[CH:15][CH:14]=[CH:13][C:12]=2/[CH:17]=[CH:18]/[CH:19]([CH2:31][CH2:32][C:33]2[CH:38]=[CH:37][C:36]([C:39]3[NH:49][N:48]=[N:47][N:40]=3)=[CH:35][CH:34]=2)[CH2:20][C:21]2[CH:22]=[CH:23][C:24]([C:25]([O:27][CH3:28])=[O:26])=[CH:29][CH:30]=2)=[CH:7][CH:6]=1)([CH3:4])([CH3:2])[CH3:3]. Reported procedure: A solution of 1000 mg (1.79 mmol) of methyl 4-{(3E)-4-{2-[(4-tert-butylbenzyl)oxy]phenyl}-2-[2-(4-cyanophenyl)ethyl]but-3-en-1-yl}benzoate in 10 ml of toluene is mixed with 2851 mg (24.7 mmol) of trimethylsilyl azide and 618 mg (2.47 mmol) of di-n-butyltin oxide and heated at 80° C. for 12 h. After cooling to room temperature, the mixture is washed with saturated sodium bicarbonate solution. The organic phase is separated off, washed with saturated sodium chloride solution and dried over sodium ...